From a dataset of the Open Reaction Database (ORD), a public repository of structured organic reaction records. describe an organic reaction: reactants, conditions, products, and yield The reactants are CCOC(=O)c1csc(Cl)c1, CCOC(=O)c1cc(Cl)sc1Cl, CC#N, CCO, Cc1ccccc1, CN(C)C=O, O=C(O)c1csc(Cl)c1, O=C(O)c1cc(Cl)sc1Cl, O=C(Cl)C(=O)Cl, [Na+], [Na+], [Na+], C1CCOC1, [OH-], O=S(=O)(Cl)Cl, O=S([O-])([O-])=S. The product is NC(=O)c1csc(Cl)c1. RXN SMILES: [CH2:13]([O:15][C:16](=[O:14])[c:18]1[cH:19][s:20][c:21]([Cl:23])[cH:22]1)[CH3:17].[CH2:24]([O:25][C:26]([c:27]1[cH:28][c:29]([Cl:30])[s:31][c:32]1[Cl:33])=[O:34])[CH3:35].[CH3:61][C:62]#[N:63].[CH3:64][CH2:65][OH:66].[CH3:74][c:75]1[cH:76][cH:77][cH:78][cH:79][cH:80]1.[CH3:81][N:82]([CH3:83])[CH:84]=[O:85].[Cl:36][c:37]1[s:38][cH:39][c:40]([C:41]([OH:42])=[O:43])[cH:44]1.[Cl:45][c:46]1[s:47][c:48]([Cl:49])[cH:50][c:51]1[C:52]([OH:53])=[O:54].[Cl:55][C:56]([C:57]([Cl:58])=[O:59])=[O:60].[Na+:11].[Na+:12].[Na+:73].[O:67]1[CH2:68][CH2:69][CH2:70][CH2:71]1.[OH-:72].[S:1]([Cl:2])([Cl:3])(=[O:4])=[O:5].[S:6]([O-:7])([O-:8])(=[O:9])=[S:10]>>[O:15]=[C:16]([c:18]1[cH:19][s:20][c:21]([Cl:23])[cH:22]1)[NH2:63].